Dataset: the Open Reaction Database (ORD), a public repository of structured organic reaction records. Task: describe an organic reaction: reactants, conditions, products, and yield Starting materials: CCCC[Sn](CCCC)(CCCC)c1ccccn1, Fc1ccc(CCN2CCC(N3CCc4ccc(Br)cc43)CC2)cc1. The product is Fc1ccc(CCN2CCC(N3CCc4ccc(-c5ccccn5)cc43)CC2)cc1. RXN SMILES: [CH2:26]([Sn:27]([CH2:28][CH2:29][CH2:30][CH3:37])([c:31]1[n:32][cH:33][cH:34][cH:35][cH:36]1)[CH2:38][CH2:39][CH2:40][CH3:41])[CH2:42][CH2:43][CH3:44].[F:1][c:2]1[cH:3][cH:4][c:5]([CH2:6][CH2:7][N:8]2[CH2:9][CH2:10][CH:11]([N:14]3[CH2:15][CH2:16][c:17]4[cH:18][cH:19][c:20]([Br:23])[cH:21][c:22]43)[CH2:12][CH2:13]2)[cH:24][cH:25]1>>[F:1][c:2]1[cH:3][cH:4][c:5]([CH2:6][CH2:7][N:8]2[CH2:9][CH2:10][CH:11]([N:14]3[CH2:15][CH2:16][c:17]4[cH:18][cH:19][c:20](-[c:31]5[n:32][cH:33][cH:34][cH:35][cH:36]5)[cH:21][c:22]43)[CH2:12][CH2:13]2)[cH:24][cH:25]1.